Dataset: the Open Reaction Database (ORD), a public repository of structured organic reaction records. Task: describe an organic reaction: reactants, conditions, products, and yield The reactants are CC(C)(C)N(C([O-])=O)CC(C(=O)NC=1SC(=C(C1)C1=C(C=NN1C)Cl)Cl)CC1=CC=CC=C1 (1,1-dimethylethyl[3-{[5-chloro-4-(4-chloro-1-methyl-1H-pyrazol-5-yl)-2-thienyl]amino}-3-oxo-2-(phenylmethyl)propyl]carbamate), C(=O)(C(F)(F)F)O (TFA). Run in ClCCl (dichloromethane). Conditions: time 30 minute. The product is NCC(C(=O)NC=1SC(=C(C1)C1=C(C=NN1C)Cl)Cl)CC1=CC=CC=C1 (3-amino-N-[5-chloro-4-(4-chloro-1-methyl-1H-pyrazol-5-yl)-2-thienyl]-2-(phenylmethyl)propanamide). RXN SMILES: CC([N:5]([CH2:9][CH:10]([CH2:27][C:28]1[CH:33]=[CH:32][CH:31]=[CH:30][CH:29]=1)[C:11]([NH:13][C:14]1[S:15][C:16]([Cl:26])=[C:17]([C:19]2[N:23]([CH3:24])[N:22]=[CH:21][C:20]=2[Cl:25])[CH:18]=1)=[O:12])C(=O)[O-])(C)C.C(O)(C(F)(F)F)=O>ClCCl>[NH2:5][CH2:9][CH:10]([CH2:27][C:28]1[CH:33]=[CH:32][CH:31]=[CH:30][CH:29]=1)[C:11]([NH:13][C:14]1[S:15][C:16]([Cl:26])=[C:17]([C:19]2[N:23]([CH3:24])[N:22]=[CH:21][C:20]=2[Cl:25])[CH:18]=1)=[O:12]. Procedure: To a solution of 1,1-dimethylethyl[3-{[5-chloro-4-(4-chloro-1-methyl-1H-pyrazol-5-yl)-2-thienyl]amino}-3-oxo-2-(phenylmethyl)propyl]carbamate (740 mg, 1.453 mmol) in dichloromethane (7.263 ml) at 25° C. was added TFA (1.119 ml, 14.53 mmol) in one portion. After 30 min, the solution was dry loaded onto silica and neutralized through silica (0-20% MeOH in DCM (1% NH4OH) affording the free base of the title compound. The free base was then dissolved in MeOH (10 mL) and treated with excess 4M HCl in...